This data is from the Open Reaction Database (ORD), a public repository of structured organic reaction records. The task is: describe an organic reaction: reactants, conditions, products, and yield Starting materials: ClC=1C=C(C=CC1)S(=O)(=O)N1C(=C(C=C1C1=CC=CC=C1)C=O)C (1-[(3-chlorophenyl)sulfonyl]-2-methyl-5-phenyl-1H-pyrrole-3-carbaldehyde), [Cl-].C[NH3+] (methylammonium chloride), C(#N)[BH3-].[Na+] (sodium cyanoborohydride). Yields the product Cl.ClC=1C=C(C=CC1)S(=O)(=O)N1C(=C(C=C1C1=CC=CC=C1)CNC)C (1-{1-[(3-Chlorophenyl)sulfonyl]-2-methyl-5-phenyl-1H-pyrrol-3-yl}-N-methylmethanamine hydrochloride). Isolated yield 65.5%. RXN SMILES: [Cl:1][C:2]1[CH:3]=[C:4]([S:8]([N:11]2[C:15]([C:16]3[CH:21]=[CH:20][CH:19]=[CH:18][CH:17]=3)=[CH:14][C:13]([CH:22]=O)=[C:12]2[CH3:24])(=[O:10])=[O:9])[CH:5]=[CH:6][CH:7]=1.[Cl-].C[NH3+].[C:28]([BH3-])#[N:29].[Na+]>>[ClH:1].[Cl:1][C:2]1[CH:3]=[C:4]([S:8]([N:11]2[C:15]([C:16]3[CH:21]=[CH:20][CH:19]=[CH:18][CH:17]=3)=[CH:14][C:13]([CH2:22][NH:29][CH3:28])=[C:12]2[CH3:24])(=[O:10])=[O:9])[CH:5]=[CH:6][CH:7]=1 |f:1.2,3.4,5.6|. Procedure: Using 1-[(3-chlorophenyl)sulfonyl]-2-methyl-5-phenyl-1H-pyrrole-3-carbaldehyde (171 mg), methylammonium chloride (311 mg) and sodium cyanoborohydride (103 mg), a procedure as in Example 4 was performed to give the title compound as a colorless oil (yield 64 mg, 34%). Reaction SMILES: [Br:1][c:2]1[cH:3][c:4]([CH2:12][Br:13])[c:5]([C:6](=[O:7])[O:8][CH3:9])[cH:10][cH:11]1.[C:22](=[O:23])([OH:24])[O-:25].[CH2:14]([CH:15]=[CH2:16])[SH:17].[CH2:28]([N+:29]([CH2:30][CH2:31][CH2:32][CH3:33])([CH2:34][CH2:35][CH2:36][CH3:37])[CH2:38][CH2:39][CH2:40][CH3:41])[CH2:42][CH2:43][CH3:44].[CH3:19][CH2:20][O-:21].[I-:27].[Na+:18].[Na+:26]>>[Br:1][c:2]1[cH:3][c:4]([CH2:12][S:17][CH2:14][CH:15]=[CH2:16])[c:5]([C:6](=[O:7])[O:8][CH3:9])[cH:10][cH:11]1. Starting materials: COC(=O)c1ccc(Br)cc1CBr, O=C([O-])O, C=CCS, CCCC[N+](CCCC)(CCCC)CCCC, CC[O-], [I-], [Na+], [Na+]. Yields the product C=CCSCc1cc(Br)ccc1C(=O)OC. The reactants are ClCCl, C=C, [Cl-], ClC(Cl)Cl, O=[PH](Cl)Cl. The product is O=P(Cl)(Cl)C(Cl)(Cl)CCCl. As a reaction SMILES: [CH2:12]([Cl:13])[Cl:14].[CH2:1]=[CH2:2].[Cl-:11].[Cl:7][CH:8]([Cl:9])[Cl:10].[PH:3](=[O:4])([Cl:5])[Cl:6]>>[CH2:1]([CH2:2][Cl:11])[C:8]([P:3](=[O:4])([Cl:5])[Cl:6])([Cl:7])[Cl:10]. The reactants are COC=1C=C(C(=O)OC)C=CC1CC1=CN(C2=CC=C(C=C12)[N+](=O)[O-])C\C=C\C1=NC2=CC(=CC=C2C=C1)Cl (Methyl 3-methoxy-4-(5-nitro-1-((E)-3-(7-chloro-2-quinolinyl)-2-propen-1-yl)indol-3-ylmethyl)benzoate). The reagents and catalysts are [Rh] (Rh/C). Solvent: CCOC(=O)C (EtOAc). Run at time 48 hour. Product: COC=1C=C(C(=O)OC)C=CC1CC1=CN(C2=CC=C(C=C12)N)CCCC1=NC2=CC(=CC=C2C=C1)Cl (Methyl 3-methoxy-4-(5-amino-1-(3-(7-chloro-2-quinolinyl)propyl)indol-3-ylmethyl)benzoate). As a reaction SMILES: [CH3:1][O:2][C:3]1[CH:4]=[C:5]([CH:10]=[CH:11][C:12]=1[CH2:13][C:14]1[C:22]2[C:17](=[CH:18][CH:19]=[C:20]([N+:23]([O-])=O)[CH:21]=2)[N:16]([CH2:26]/[CH:27]=[CH:28]/[C:29]2[CH:38]=[CH:37][C:36]3[C:31](=[CH:32][C:33]([Cl:39])=[CH:34][CH:35]=3)[N:30]=2)[CH:15]=1)[C:6]([O:8][CH3:9])=[O:7]>CCOC(C)=O.[Rh]>[CH3:1][O:2][C:3]1[CH:4]=[C:5]([CH:10]=[CH:11][C:12]=1[CH2:13][C:14]1[C:22]2[C:17](=[CH:18][CH:19]=[C:20]([NH2:23])[CH:21]=2)[N:16]([CH2:26][CH2:27][CH2:28][C:29]2[CH:38]=[CH:37][C:36]3[C:31](=[CH:32][C:33]([Cl:39])=[CH:34][CH:35]=3)[N:30]=2)[CH:15]=1)[C:6]([O:8][CH3:9])=[O:7]. Reported procedure: The nitroindole from Step 4 (250 mg) was hydrogenated in the presence of 5% Rh/C at atmospheric pressure in EtOAc (25 ml). After 48 hrs, the catalyst was removed to afford the crude title compound which was immediately used in the next step.